Dataset: the Open Reaction Database (ORD), a public repository of structured organic reaction records. Task: describe an organic reaction: reactants, conditions, products, and yield Reactants: C(C1=CC=CC=C1)OC(=O)N1C[C@@H]([C@](CC1)(O)CC1=CC=CC=C1)O ((3S,4S)-4-Benzyl-3,4-dihydroxy-piperidine-1-carboxylic acid benzyl ester). The reagents and catalysts are [Pd] (Pd/C). Run in CCO (EtOH). Run at time 16 hour. Yields the product C(C1=CC=CC=C1)[C@]1([C@H](CNCC1)O)O ((3S,4S)-4-benzyl-3,4-dihydroxy-piperidine). RXN SMILES: C(OC([N:11]1[CH2:16][CH2:15][C@:14]([CH2:18][C:19]2[CH:24]=[CH:23][CH:22]=[CH:21][CH:20]=2)([OH:17])[C@@H:13]([OH:25])[CH2:12]1)=O)C1C=CC=CC=1>CCO.[Pd]>[CH2:18]([C@:14]1([OH:17])[CH2:15][CH2:16][NH:11][CH2:12][C@@H:13]1[OH:25])[C:19]1[CH:20]=[CH:21][CH:22]=[CH:23][CH:24]=1. Procedure details: (3R,4R) and (3S,4S)-4-Benzyl-3,4-dihydroxy-piperidine-1-carboxylic acid benzyl ester 1.46 g (4.3 mmol) was dissolved in 30 ml EtOH and hydrogenated in the presence of 400 mg Pd/C (10%) under atmospheric pressure of H2 at r.t. After 16 hours the reaction was complete and the catalyst was filtered off and the solvent was removed under reduced pressure to give 796 mg (3.8 mmol, 89%) (3R,4R) and (3S,4S)-4-benzyl-3,4-dihydroxy-piperidine as an oil. Starting materials: NCc1ccccc1, CCCCCCC, [Cl-], CC(C(=O)O)c1cc(C(C)(C)C)c(O)c(C(C)(C)C)c1. Product: CC(C(=O)NCc1ccccc1)c1cc(C(C)(C)C)c(O)c(C(C)(C)C)c1. RXN SMILES: [CH2:1]([c:2]1[cH:3][cH:4][cH:5][cH:6][cH:7]1)[NH2:8].[CH3:30][CH2:31][CH2:32][CH2:33][CH2:34][CH2:35][CH3:36].[Cl-:9].[OH:10][c:11]1[c:12]([C:26]([CH3:27])([CH3:28])[CH3:29])[cH:13][c:14]([CH:21]([C:22](=[O:23])[OH:24])[CH3:25])[cH:15][c:16]1[C:17]([CH3:18])([CH3:19])[CH3:20]>>[CH2:1]([c:2]1[cH:3][cH:4][cH:5][cH:6][cH:7]1)[NH:8][C:22]([CH:21]([c:14]1[cH:13][c:12]([C:26]([CH3:27])([CH3:28])[CH3:29])[c:11]([OH:10])[c:16]([C:17]([CH3:18])([CH3:19])[CH3:20])[cH:15]1)[CH3:25])=[O:23]. The reactants are [PH4+] (phosphonium), C(CCC)[Li] (n-butyllithium), CC(=O)C (Acetone), C12C(C3CC(CC(C1)C3)C2)=O (2-adamantanone). The reagents and catalysts are [Br-].C[P+](C1=CC=CC=C1)(C1=CC=CC=C1)C1=CC=CC=C1 (methyltriphenylphosphonium bromide). The solvent is CCOCC (ether), CCCCCC (hexane), CCOCC (ether). Conditions: temperature 0 celsius, time 2 hour. Yields the product C=C1C2CC3CC(CC1C3)C2 (2-methylene-adamantane). Isolated yield 66.3%. RXN SMILES: [CH2:1]([Li])[CH2:2][CH2:3][CH3:4].[CH:6]12[CH2:15]C3C[CH:12]([CH2:14][CH:8](C3)[C:7]1=O)[CH2:13]2.CC(C)=O.[PH4+]>[Br-].C[P+](C1C=CC=CC=1)(C1C=CC=CC=1)C1C=CC=CC=1.CCOCC.CCCCCC>[CH2:4]=[C:3]1[CH:12]2[CH2:13][CH:6]3[CH2:7][CH:8]([CH2:1][CH:2]1[CH2:15]3)[CH2:14]2 |f:4.5|. Procedure: To a suspension of methyltriphenylphosphonium bromide (14 g; 39.17 mmol) in 100 ml of ether cooled to 0° C. under argon was added dropwise n-butyllithium (2.51 g; 39.17 mmol) in hexane (15.7 mml). An ice-bath was removed and the mixture was allowed to react at room temperature for 2 hours. After cooling the reaction mixture to 0° C., a suspension of 5.35 g (35.61 mmol) of 2-adamantanone in ether (25 ml) was added and the mixture was stirred at room temperature for 2 hours. Acetone was added to d... The reactants are FC1=CC=C(C=2C=3C(=CN(C12)CC1=CC=C(C=C1)N1N=CC=C1)C(N(N3)C3(CC=CC=C3)I)=O)F (6,9-difluoro-2-(1-iodophenyl)-5-{[4-(1H-pyrazol-1-yl)phenyl]methyl}-2,5-dihydro-3H-pyrazolo[4,3-c]quinolin-3-one), N1N=CC=C1 (pyrazole), P(=O)([O-])([O-])[O-].[K+].[K+].[K+] (potassium phosphate), CN[C@H]1[C@@H](CCCC1)NC ((±)-trans-N,N′-bismethyl-1,2-cyclohexane diamine). The reagents and catalysts are [Cu]I (copper(I) iodide). The solvent is CS(=O)C (dimethylsulfoxide), O (water). Reaction conditions: time 3 hour. Yields the product FC1=CC=C(C=2C=3C(=CN(C12)CC1=CC=C(C=C1)N1N=CC=C1)C(N(N3)C3=C(C=CC=C3)N3N=CC=C3)=O)F (6,9-Difluoro-2-[2-(1H-pyrazol-1-yl)phenyl]-5-{[4-(1H-pyrazol-1-yl)phenyl]methyl}-2,5-dihydro-3H-pyrazolo[4,3-c]quinolin-3-one). As a reaction SMILES: [F:1][C:2]1[C:11]2[N:10]([CH2:12][C:13]3[CH:18]=[CH:17][C:16]([N:19]4[CH:23]=[CH:22][CH:21]=[N:20]4)=[CH:15][CH:14]=3)[CH:9]=[C:8]3[C:24](=[O:34])[N:25]([C:27]4(I)[CH:32]=[CH:31][CH:30]=[CH:29][CH2:28]4)[N:26]=[C:7]3[C:6]=2[C:5]([F:35])=[CH:4][CH:3]=1.P([O-])([O-])([O-])=O.[K+].[K+].[K+].CN[C@@H]1CCCC[C@H]1NC.[NH:54]1[CH:58]=[CH:57][CH:56]=[N:55]1>CS(C)=O.O.[Cu]I>[F:1][C:2]1[C:11]2[N:10]([CH2:12][C:13]3[CH:18]=[CH:17][C:16]([N:19]4[CH:23]=[CH:22][CH:21]=[N:20]4)=[CH:15][CH:14]=3)[CH:9]=[C:8]3[C:24](=[O:34])[N:25]([C:27]4[CH:32]=[CH:31][CH:30]=[CH:29][C:28]=4[N:54]4[CH:58]=[CH:57][CH:56]=[N:55]4)[N:26]=[C:7]3[C:6]=2[C:5]([F:35])=[CH:4][CH:3]=1 |f:1.2.3.4|. Procedure: 6,9-Difluoro-2-(1-iodophenyl)-5-{[4-(1H-pyrazol-1-yl)phenyl]methyl}-2,5-dihydro-3H-pyrazolo[4,3-c]quinolin-3-one [(Example 53), 36 mg, 0.062 mmol], potassium phosphate (40 mg, 0.19 mmol, 3 equiv), (±)-trans-N,N′-bismethyl-1,2-cyclohexane diamine (7.1 mg, 0.050 mmol, 0.8 equiv), copper(I) iodide (4.7 mg, 0.025 mmol, 0.4 equiv) and pyrazole (8.5 mg, 0.12 mmol, 2 equiv) were combined in dimethylsulfoxide (0.9 mL) and water (0.1 mL). The mixture was sparged under a nitrogen atmosphere, the vessel wa... The reactants are CCNCCN, CS(=O)(=O)Nc1ccc(C(=O)Cl)cc1, C1CCOC1. Product: CCNCCNC(=O)c1ccc(NS(C)(=O)=O)cc1, Cl. As a reaction SMILES: [CH2:1]([CH3:2])[NH:3][CH2:4][CH2:5][NH2:6].[CH3:7][S:8](=[O:9])(=[O:10])[NH:11][c:12]1[cH:13][cH:14][c:15]([C:16](=[O:17])[Cl:18])[cH:19][cH:20]1.[O:21]1[CH2:22][CH2:23][CH2:24][CH2:25]1>>[CH2:1]([CH3:2])[NH:3][CH2:4][CH2:5][NH:6][C:16]([c:15]1[cH:14][cH:13][c:12]([NH:11][S:8]([CH3:7])(=[O:9])=[O:10])[cH:20][cH:19]1)=[O:17].[ClH:18]. As a reaction SMILES: [F-:1].[K+].[F:3][C:4]([F:12])([C:8]([F:11])([F:10])[F:9])[C:5]([F:7])=[O:6].[C:13]([O:23][C:24]([C:30]([O:33][C:34](=[C:36]([F:38])[F:37])[F:35])([F:32])[F:31])([C:26]([F:29])([F:28])[F:27])[F:25])([C:16]([C:19]([F:22])([F:21])[F:20])([F:18])[F:17])([F:15])[F:14].C(O[CH:42]=[CH2:43])=C.S(OCC)(OCC)(=O)=O.[OH-].[K+]>COCCOCCOC>[C:13]([O:23][C:24]([C:30]([O:33][C:34]([C:5]([C:4]([C:8]([F:11])([F:10])[F:9])([F:12])[F:3])([O:6][CH2:42][CH3:43])[F:7])([C:36]([F:1])([F:37])[F:38])[F:35])([F:32])[F:31])([C:26]([F:28])([F:27])[F:29])[F:25])([C:16]([C:19]([F:22])([F:21])[F:20])([F:18])[F:17])([F:15])[F:14] |f:0.1,6.7|. Reagents/catalysts: catalyst. Run at temperature 85 celsius, time 16 hour. The product is C(F)(F)(C(F)(F)C(F)(F)F)OC(F)(C(F)(F)F)C(F)(F)OC(F)(C(F)(F)F)C(F)(OCC)C(F)(F)C(F)(F)F (C3F7OCF(CF3)CF2OCF(CF3)CF(OC2H5)C2F5). Starting materials: [F-].[K+] (potassium fluoride), solution, S(=O)(=O)(OCC)OCC (diethyl sulfate), stainless steel, [F-].[K+] (potassium fluoride), [OH-].[K+] (potassium hydroxide), ketone, FC(C(=O)F)(C(F)(F)F)F (perfluoropropionyl fluoride), C(F)(F)(C(F)(F)C(F)(F)F)OC(F)(C(F)(F)F)C(F)(F)OC(F)=C(F)F (C3F7OCF(CF3)CF2OCF═CF2), C(=C)OC=C (vinyl ether). Procedure: A clean, dry, 600 mL, stainless steel, Parr pressure reactor was charged with spray-dried potassium fluoride (10.0 grams, 0.17 mole), anhydrous diglyme (129 grams), and Adogen™ 464 phase transfer catalyst (2.2 grams). The reactor was sealed, cooled with a dry ice-acetone bath, evacuated, and charged with perfluoropropionyl fluoride (70.0 grams, 0.42 mole) and C3F7OCF(CF3)CF2OCF═CF2 (170 grams, 0.39 mole). The reactor was heated to 85° C., held for 16 hours with agitation, and cooled to room temp... Run in COCCOCCOC (diglyme), COCCOCCOC (diglyme), COCCOCCOC (diglyme). Reactants: ClC1=CC=C(N=N1)N1C2=NC=NC(=C2N=C1C1=CC(=CC=C1)F)N(C)C (N-[9-(6-Chloro-3-pyridazinyl)-8-(3-fluorophenyl)-9H-6-purinyl ]-N,N-dimethylamine), C[O-].[Na+] (sodium methoxide). Solvent: CO (methanol). The product is FC=1C=C(C=CC1)C=1N(C2=NC=NC(=C2N1)N(C)C)C=1N=NC(=CC1)OC (N-[8-(3-Fluorophenyl)-9-(6-methoxy-3-pyridazinyl)-9H-6-purinyl]-N,N-dimethylamine). Yield: 53.2%. RXN SMILES: Cl[C:2]1[N:7]=[N:6][C:5]([N:8]2[C:16]([C:17]3[CH:22]=[CH:21][CH:20]=[C:19]([F:23])[CH:18]=3)=[N:15][C:14]3[C:9]2=[N:10][CH:11]=[N:12][C:13]=3[N:24]([CH3:26])[CH3:25])=[CH:4][CH:3]=1.[CH3:27][O-:28].[Na+]>CO>[F:23][C:19]1[CH:18]=[C:17]([C:16]2[N:8]([C:5]3[N:6]=[N:7][C:2]([O:28][CH3:27])=[CH:3][CH:4]=3)[C:9]3[C:14]([N:15]=2)=[C:13]([N:24]([CH3:26])[CH3:25])[N:12]=[CH:11][N:10]=3)[CH:22]=[CH:21][CH:20]=1 |f:1.2|. Reported procedure: N-[9-(6-Chloro-3-pyridazinyl)-8-(3-fluorophenyl)-9H-6-purinyl ]-N,N-dimethylamine (50 mg, 0.18 mmol) in Example 54 was dissolved in 5 ml anhydrous methanol, and sodium methoxide (15 mg, 0.28 mmol) was added thereto and heated under reflux for 2 hours. The reaction solution was cooled, evaporated and suspended in water, and the precipitated solid were separated by filtration, to give the title compound (35 mg, 52%) as a colorless solid. Product: FC1=CC=C2C(=NNC2=C1)N1CCNCC1 (6-fluoro-3-(1-piperazinyl)-1H-indazole). Reported procedure: A mixture of 12 parts of 6-fluoro-3-[4-(phenylmethyl)-piperazinyl]-1H-indazole, 1 part of Raney nickel catalyst and 200 parts of methanol was hydrogenated in a Parr-apparatus at normal pressure and at 50° C. with 2 parts of palladium-on-charcoal catalyst 10%. After the calculated amount of hydrogen was taken up, the catalyst was filtered off over diatomaceous earth and the filtrate was evaporated in vacuo. The residue was crystallized from acetonitrile. The product was filtered off and dried, yi... Reaction SMILES: [F:1][C:2]1[CH:10]=[C:9]2[C:5]([C:6]([N:11]3[CH2:16][CH2:15][N:14](CC4C=CC=CC=4)[CH2:13][CH2:12]3)=[N:7][NH:8]2)=[CH:4][CH:3]=1.[H][H]>[Ni].[Pd].CO>[F:1][C:2]1[CH:10]=[C:9]2[C:5]([C:6]([N:11]3[CH2:12][CH2:13][NH:14][CH2:15][CH2:16]3)=[N:7][NH:8]2)=[CH:4][CH:3]=1. Reagents/catalysts: [Pd] (palladium-on-charcoal), [Ni] (Raney nickel). Run in CO (methanol). Reactants: 12, FC1=CC=C2C(=NNC2=C1)N1CCN(CC1)CC1=CC=CC=C1 (6-fluoro-3-[4-(phenylmethyl)-piperazinyl]-1H-indazole), [H][H] (hydrogen). The yield is 92.0%.